Dataset: the Open Reaction Database (ORD), a public repository of structured organic reaction records. Task: describe an organic reaction: reactants, conditions, products, and yield The reactants are [H-].[Na+] (sodium hydride), BrCCC(C)C (1-bromo-3-methylbutane), CN1C(NC(C=2NC=NC12)=O)=O (3-methylxanthine), [H][H] (hydrogen). Solvent: CN(C)C=O (DMF), O (water). Run at temperature 60 celsius, time 12 hour. The product is CC(CCN1C=NC=2N(C(NC(C12)=O)=O)C)C (7-(3-Methylbutyl)-3-methylxanthine). Reaction SMILES: [CH3:1][N:2]1[C:10]2[N:9]=[CH:8][NH:7][C:6]=2[C:5](=[O:11])[NH:4][C:3]1=[O:12].[H-].[Na+].[H][H].Br[CH2:18][CH2:19][CH:20]([CH3:22])[CH3:21]>CN(C=O)C.O>[CH3:21][CH:20]([CH3:22])[CH2:19][CH2:18][N:7]1[C:6]2[C:5](=[O:11])[NH:4][C:3](=[O:12])[N:2]([CH3:1])[C:10]=2[N:9]=[CH:8]1 |f:1.2|. Reported procedure: 100 g (0.602 mol) of 3-methylxanthine, dissolved in 1200 ml of DMF, were slowly treated with 16 g (0.66 mol) of sodium hydride. The solution was heated to 60° C. and, when the evolution of hydrogen was at an end, treated with 109 g (0.66 mol) of 1-bromo-3-methylbutane. The reaction mixture was stirred at 100° C. for 12 hours and introduced into 2000 ml of water. The precipitate was filtered off with suction, washed with water and dried to constant weight. The reactants are COC(C(C(CC(CCC#C)(O)C1CCCC1)=O)Cl)=O (2-Chloro-5-cyclopentyl-5-hydroxy-3-oxo-non-8-ynoic acid methyl ester), C(=O)([O-])[O-].[K+].[K+] (K2CO3). The solvent is CO (methanol). Yields the product C(CC#C)C1(CC(C(C(O1)=O)Cl)=O)C1CCCC1 (6-But-3-ynyl-3-chloro-6-cyclopentyl-dihydro-pyran-2,4-dione). The yield is 97.5%. As a reaction SMILES: C[O:2][C:3](=[O:20])[CH:4]([Cl:19])[C:5](=[O:18])[CH2:6][C:7]([CH:13]1[CH2:17][CH2:16][CH2:15][CH2:14]1)(O)[CH2:8][CH2:9][C:10]#[CH:11].C([O-])([O-])=O.[K+].[K+]>CO>[CH2:8]([C:7]1([CH:13]2[CH2:14][CH2:15][CH2:16][CH2:17]2)[O:20][C:3](=[O:2])[CH:4]([Cl:19])[C:5](=[O:18])[CH2:6]1)[CH2:9][C:10]#[CH:11] |f:1.2.3|. Procedure details: A slurry of 2-chloro-5-cyclopentyl-5-hydroxy-3-oxo-non-8-ynoic acid methyl ester (6.0 g, 20 mmol) from Step 3 above and K2CO3 (11 g, 80 mmol) in methanol (100 mL) was stirred at 50° C. for 1.5 hours. The reaction was concentrated by rotary evaporation, and then re-dissolved in ethyl acetate. The solution was washed with water, and then saturated Na2CO3. The organic layer was dried over sodium sulfate. After removing the solids by filtration, the organic layer was concentrated by rotary evaporati...